Dataset: the Open Reaction Database (ORD), a public repository of structured organic reaction records. Task: describe an organic reaction: reactants, conditions, products, and yield Starting materials: O=C1C=CC(=O)C=C1, C1COCCO1, OCc1ccccc1. Product: O=Cc1ccccc1. Reaction SMILES: [C:9]1(=[O:10])[CH:11]=[CH:12][C:13](=[O:14])[CH:15]=[CH:16]1.[CH2:17]1[O:18][CH2:19][CH2:20][O:21][CH2:22]1.[OH:1][CH2:2][c:3]1[cH:4][cH:5][cH:6][cH:7][cH:8]1>>[O:1]=[CH:2][c:3]1[cH:4][cH:5][cH:6][cH:7][cH:8]1. RXN SMILES: [CH3:1][C:2]1[CH:8]=[CH:7][CH:6]=[C:5]([CH3:9])[C:3]=1[NH2:4].[CH:10](O)=[O:11]>>[CH:10]([NH:4][C:3]1[C:5]([CH3:9])=[CH:6][CH:7]=[CH:8][C:2]=1[CH3:1])=[O:11]. The reactants are CC1=C(N)C(=CC=C1)C (2,6 dimethyl aniline), C(=O)O (formic acid). Run at time 24 hour. The product is C(=O)NC1=C(C=CC=C1C)C (N-formyl-2,6-dimethylaniline). Procedure details: 125 g. of 2,6 dimethyl aniline and 375 ml. of 88% formic acid are mixed in a 1 liter bomb with magnetic stirrer. The temperature (oil bath) is brought to 120° C. The bomb is kept at this temperature for 24 hours. The bomb is then allowed to cool to room temperature and stirring continued for 48 hours. The pressure is released and the mixture is poured into an 800 ml. ice with stirring. The mixture is filtered and the solid washed extensively with water and sucked dry and then dried in vacuo at 9...